From a dataset of the Open Reaction Database (ORD), a public repository of structured organic reaction records. describe an organic reaction: reactants, conditions, products, and yield Starting materials: NC1=C(C(=NN1C1=C(C=C(C=C1Cl)C(F)(F)F)Cl)CO)C#N (5-amino-4-cyano-1-(2,6-dichloro-4-trifluoromethylphenyl)-3-hydroxymethylpyrazole), C(C)N(CC)S(F)(F)F (diethylaminosulphur trifluoride). Run in ClCCl (dichloromethane), ClCCl (dichloromethane). Reaction conditions: temperature -78 celsius, time 2 hour. Yields the product NC1=C(C(=NN1C1=C(C=C(C=C1Cl)C(F)(F)F)Cl)CF)C#N (5-amino-4-cyano-1-(2,6-dichloro-4-trifluoromethylphenyl)-3-fluoromethylpyrazole). Reaction SMILES: [NH2:1][C:2]1[N:6]([C:7]2[C:12]([Cl:13])=[CH:11][C:10]([C:14]([F:17])([F:16])[F:15])=[CH:9][C:8]=2[Cl:18])[N:5]=[C:4]([CH2:19]O)[C:3]=1[C:21]#[N:22].C(N(S(F)(F)[F:29])CC)C>ClCCl>[NH2:1][C:2]1[N:6]([C:7]2[C:12]([Cl:13])=[CH:11][C:10]([C:14]([F:17])([F:16])[F:15])=[CH:9][C:8]=2[Cl:18])[N:5]=[C:4]([CH2:19][F:29])[C:3]=1[C:21]#[N:22]. Procedure: A solution of 5-amino-4-cyano-1-(2,6-dichloro-4-trifluoromethylphenyl)-3-hydroxymethylpyrazole (1.25 g) in dichloromethane (10 ml) was added slowly to a stirred solution of diethylaminosulphur trifluoride (0.66 g) in dichloromethane (6 ml) cooled to -78° C. After 30 minutes at this temperature the solution was warmed to room temperature and stirred for 2 hours. The mixture was then poured onto water (20 ml) and the dichloromethane layer was separated, dried over anhydrous magnesium sulphate, fil... Yields the product C=CCc1cc(CNC)ccc1C#CC1(O)CN2CCC1CC2. Reactants: [BH4-], CN, CCO, C=CCc1cc(C=O)ccc1C#CC1(O)CN2CCC1CC2, Cl, [Na+], [Na+], [OH-]. As a reaction SMILES: [BH4-:1].[CH3:26][NH2:27].[CH3:28][CH2:29][OH:30].[CH:3](=[O:4])[c:5]1[cH:6][c:7]([CH2:22][CH:23]=[CH2:24])[c:8]([C:11]#[C:12][C:13]2([OH:21])[CH2:14][N:15]3[CH2:16][CH2:17][CH:18]2[CH2:19][CH2:20]3)[cH:9][cH:10]1.[ClH:25].[Na+:2].[Na+:32].[OH-:31]>>[CH2:3]([c:5]1[cH:6][c:7]([CH2:22][CH:23]=[CH2:24])[c:8]([C:11]#[C:12][C:13]2([OH:21])[CH2:14][N:15]3[CH2:16][CH2:17][CH:18]2[CH2:19][CH2:20]3)[cH:9][cH:10]1)[NH:27][CH3:26]. The reactants are C=CC#N, CO, COc1ccc(O)cc1. Product: COc1ccc(OCCC#N)cc1. As a reaction SMILES: [CH2:10]=[CH:11][C:12]#[N:13].[CH3:14][OH:15].[CH3:1][O:2][c:3]1[cH:4][cH:5][c:6]([OH:9])[cH:7][cH:8]1>>[CH3:1][O:2][c:3]1[cH:4][cH:5][c:6]([O:9][CH2:10][CH2:11][C:12]#[N:13])[cH:7][cH:8]1. Starting materials: C(C)(C)(C)S(=O)(=O)CC(C(=O)OCC)CC1=CC=CC=C1 (ethyl (RS)-α-[(tert-butylsulfonyl)methyl]hydrocinnamate), [Cl-].[Ca+2].[Cl-] (calcium chloride). The solvent is [OH-].[Na+] (sodium hydroxide), [OH-].[Na+] (sodium hydroxide). Conditions: temperature 38 celsius. Yields the product C(C)(C)(C)S(=O)(=O)CC(C(=O)O)CC1=CC=CC=C1 ((tert-butylsulfonyl)methylhydrocinnamic acid). RXN SMILES: [C:1]([S:5]([CH2:8][CH:9]([CH2:15][C:16]1[CH:21]=[CH:20][CH:19]=[CH:18][CH:17]=1)[C:10]([O:12]CC)=[O:11])(=[O:7])=[O:6])([CH3:4])([CH3:3])[CH3:2].[Cl-].[Ca+2].[Cl-]>[OH-].[Na+]>[C:1]([S:5]([CH2:8][CH:9]([CH2:15][C:16]1[CH:17]=[CH:18][CH:19]=[CH:20][CH:21]=1)[C:10]([OH:12])=[O:11])(=[O:6])=[O:7])([CH3:4])([CH3:2])[CH3:3] |f:1.2.3,4.5|. Reported procedure: 1.60 g (5.12 mmol) of ethyl (RS)-α-[(tert-butylsulfonyl)methyl]hydrocinnamate were treated with 50 ml of aqueous 5 mM calcium chloride solution and the reaction mixture was warmed to 38° C. while stirring. The pH value was adjusted to 7.5 with 1N sodium hydroxide solution. The hydrolysis was started by the addition of 150 mg of Savinase 6.0 T (NOVO, 2880 Bagsvaerd, Denmark). The pH value was held constant at 7.5 using automatic titration by dosing-in 1N sodium hydroxide solution while stirring v... The reactants are C(=O)C1=CC=C(C=C1)C=1C(=CC=CC1)S(=O)(=O)N (4'-formylbiphenyl-2-sulfonamide), Cl (HCl), [Br-].C1(CCCCC1)[P+](C1=CC=CC=C1)(C1=CC=CC=C1)C1=CC=CC=C1 (cyclohexyltriphenylphosphonium bromide), CC(C)(C)[O-].[K+] (KOtBu). Solvent: C1CCOC1 (THF), CC(OCC)=O (EA). Conditions: time 18 hour. Yields the product C1(CCCCC1)=CC1=CC=C(C=C1)C=1C(=CC=CC1)S(=O)(=O)N (4'-Cyclohexylidenemethylbiphenyl-2-sulfonamide). Isolated yield 39.9%. Reaction SMILES: [Br-].[CH:2]1([P+](C2C=CC=CC=2)(C2C=CC=CC=2)C2C=CC=CC=2)[CH2:7][CH2:6][CH2:5][CH2:4][CH2:3]1.CC([O-])(C)C.[K+].[CH:33]([C:35]1[CH:40]=[CH:39][C:38]([C:41]2[C:42]([S:47]([NH2:50])(=[O:49])=[O:48])=[CH:43][CH:44]=[CH:45][CH:46]=2)=[CH:37][CH:36]=1)=O.Cl>C1COCC1.CC(=O)OCC>[C:2]1(=[CH:33][C:35]2[CH:40]=[CH:39][C:38]([C:41]3[C:42]([S:47]([NH2:50])(=[O:49])=[O:48])=[CH:43][CH:44]=[CH:45][CH:46]=3)=[CH:37][CH:36]=2)[CH2:7][CH2:6][CH2:5][CH2:4][CH2:3]1 |f:0.1,2.3|. Reported procedure: 5.5 g of cyclohexyltriphenylphosphonium bromide and 2.6 g of KOtBu were stirred at RT for 4 h in 200 ml of anhydrous THF. 3.0 g of 4'-formylbiphenyl-2-sulfonamide were added and the mixture was stirred at RT for 18 h. It was then diluted with 200 ml of EA, adjusted to pH=6-7 using aqueous HCl solution and washed 2 times with 100 ml of a saturated aqueous NaCl solution each time. The organic phase was dried over Na2SO4 and the solvent was removed in vacuo. Chromatography on silica gel using DIP y... Reactants: CC1=NC=CC(=C1)C(C[C@@H](C1=C(C=CC=C1)C)C1=CC=C(C=C1)C1=CC=C(C=C1)C(=O)NCC(=O)O)=O (({4′-[(R)-3-(2-methyl-pyridin-4-yl)-3-oxo-1-o-tolyl-propyl]-biphenyl-4-carbonyl}-amino)-acetic acid), Cl.NO (hydroxylamine hydrochloride), C(=O)(O)[O-].[Na+] (NaHCO3), ON=C(C[C@@H](C1=C(C=CC=C1)C)C1=CC=C(C=C1)C1=CC=C(C=C1)C(=O)NCC(=O)O)C1=CC(=NC=C1)C (({4′-[(R)-3-[hydroxyimino]-3-(2-methyl-pyridin-4-yl)-1-o-tolyl-propyl]-biphenyl-4-carbonyl}-amino)-acetic acid). Product: O\N=C(/C[C@@H](C1=C(C=CC=C1)C)C1=CC=C(C=C1)C1=CC=C(C=C1)C(=O)NCC(=O)O)\C1=CC(=NC=C1)C (({4′-[(R)-3-[(E)-Hydroxyimino]-3-(2-methyl-pyridin-4-yl)-1-o-tolyl-propyl]-biphenyl-4-carbonyl}-amino)-acetic acid). RXN SMILES: CC1C=C(C(=O)C[C@H](C2C=CC(C3C=CC(C(NCC(O)=O)=O)=CC=3)=CC=2)C2C=CC=CC=2C)C=CN=1.Cl.NO.C([O-])(O)=O.[Na+].[OH:46][N:47]=[C:48]([C:77]1[CH:82]=[CH:81][N:80]=[C:79]([CH3:83])[CH:78]=1)[CH2:49][C@H:50]([C:58]1[CH:63]=[CH:62][C:61]([C:64]2[CH:69]=[CH:68][C:67]([C:70]([NH:72][CH2:73][C:74]([OH:76])=[O:75])=[O:71])=[CH:66][CH:65]=2)=[CH:60][CH:59]=1)[C:51]1[CH:56]=[CH:55][CH:54]=[CH:53][C:52]=1[CH3:57]>>[OH:46]/[N:47]=[C:48](/[C:77]1[CH:82]=[CH:81][N:80]=[C:79]([CH3:83])[CH:78]=1)\[CH2:49][C@H:50]([C:58]1[CH:59]=[CH:60][C:61]([C:64]2[CH:69]=[CH:68][C:67]([C:70]([NH:72][CH2:73][C:74]([OH:76])=[O:75])=[O:71])=[CH:66][CH:65]=2)=[CH:62][CH:63]=1)[C:51]1[CH:56]=[CH:55][CH:54]=[CH:53][C:52]=1[CH3:57] |f:1.2,3.4|. Procedure: In analogy to example 74, step 7, from ({4′-[(R)-3-(2-methyl-pyridin-4-yl)-3-oxo-1-o-tolyl-propyl]-biphenyl-4-carbonyl}-amino)-acetic acid and hydroxylamine hydrochloride in the presence of NaHCO3 was prepared ({4′-[(R)-3-[hydroxyimino]-3-(2-methyl-pyridin-4-yl)-1-o-tolyl-propyl]-biphenyl-4-carbonyl}-amino)-acetic acid as a mixture of isomers which was separated by chiral HPLC (Reprosil-Chiral-NR, 70% n-heptane, 30% ethanol+0.5% formic acid) to give the title compound as a white solid, MS (ESI+)...